Dataset: the Open Reaction Database (ORD), a public repository of structured organic reaction records. Task: describe an organic reaction: reactants, conditions, products, and yield Reactants: C([O-])([O-])=O.[Cs+].[Cs+] (cesium carbonate), C(C1=CC=CC=C1)Br (benzyl bromide), C(C)(C)(C)OC(=O)N[C@@]1([C@@H]2[C@H]([C@@H]2C2(CC2)C1)C(=O)O)C(=O)O ((1S,2S,5R,6S)-2-(tert-butoxycarbonylamino)spiro[bicyclo[3.1.0]hexane-4,1′-cyclopropane]-2,6-dicarboxylic acid). Run in CN(C=O)C (N,N-dimethylformamide). Conditions: time 1.5 hour. Yields the product C(C)(C)(C)OC(=O)N[C@@]1([C@@H]2[C@H]([C@@H]2C2(CC2)C1)C(=O)OCC1=CC=CC=C1)C(=O)OCC1=CC=CC=C1 (Dibenzyl (1S,2S,5R,6S)-2-(tert-butoxycarbonylamino)spiro[bicyclo[3.1.0]hexane-4,1′-cyclopropane]-2,6-dicarboxylate). The yield is 73.1%. As a reaction SMILES: C(=O)([O-])[O-].[Cs+].[Cs+].[CH2:7](Br)[C:8]1[CH:13]=[CH:12][CH:11]=[CH:10][CH:9]=1.[C:15]([O:19][C:20]([NH:22][C@@:23]1([C:34]([OH:36])=[O:35])[CH2:30][C:27]2([CH2:29][CH2:28]2)[C@@H:26]2[C@H:24]1[C@H:25]2[C:31]([OH:33])=[O:32])=[O:21])([CH3:18])([CH3:17])[CH3:16]>CN(C)C=O>[C:15]([O:19][C:20]([NH:22][C@@:23]1([C:34]([O:36][CH2:7][C:8]2[CH:13]=[CH:12][CH:11]=[CH:10][CH:9]=2)=[O:35])[CH2:30][C:27]2([CH2:29][CH2:28]2)[C@@H:26]2[C@H:24]1[C@H:25]2[C:31]([O:33][CH2:7][C:8]1[CH:13]=[CH:12][CH:11]=[CH:10][CH:9]=1)=[O:32])=[O:21])([CH3:18])([CH3:16])[CH3:17] |f:0.1.2|. Procedure: Add cesium carbonate (0.24 g, 730.7 μmol) and benzyl bromide (87.16 μL, 730.7 μmol) to a solution of (1S,2S,5R,6S)-2-(tert-butoxycarbonylamino)spiro[bicyclo[3.1.0]hexane-4,1′-cyclopropane]-2,6-dicarboxylic acid (0.09 g, 292.29 μmol) in N,N-dimethylformamide (2 mL). Stir at room temperature for 1.5 hours under nitrogen. Quench with water and extract with ethyl acetate. Separate the layers and filter the organics through a hydrophobic frit before concentrating to dryness to yield the crude product... Reactants: S(O)(O)(=O)=O (sulfuric acid), C1(=CC=CC=2C(=CC=CC12)S(=O)(=O)O)S(=O)(=O)O (1,5-naphthalenedisulfonic acid), [Na][Na] (disodium). Yields the product C1(=CC(=CC=2C(=CC(=CC12)S(=O)(=O)O)S(=O)(=O)O)S(=O)(=O)O)S(=O)(=O)O (1,3,5,7-naphthalenetetrasulfonic acid). As a reaction SMILES: [S:1](=[O:5])(=[O:4])([OH:3])O.[C:6]1([S:20]([OH:23])(=[O:22])=[O:21])[C:15]2[CH:14]=[CH:13][CH:12]=[C:11]([S:16]([OH:19])(=[O:18])=[O:17])[C:10]=2[CH:9]=[CH:8][CH:7]=1.[Na][Na]>>[C:6]1([S:20]([OH:23])(=[O:22])=[O:21])[C:15]2[CH:14]=[C:13]([S:1]([OH:5])(=[O:4])=[O:3])[CH:12]=[C:11]([S:16]([OH:19])(=[O:18])=[O:17])[C:10]=2[CH:9]=[C:8]([S:1]([OH:3])(=[O:5])=[O:4])[CH:7]=1. Reported procedure: To 240 ml. of 30-33% fuming sulfuric acid at 120° C. is added, portionwise, 60 g. of 1,5-naphthalenedisulfonic acid, disodium salt. The mixture is heated at 180°-190° C. for 23 hours. The solution is cooled, allowed to crystallize and filtered through a coarse, sintered glass funnel. The product is washed with concentrated sulfuric acid to give 1,3,5,7-naphthalenetetrasulfonic acid as an off-white pasty solid. Without further purification, the solid is added, portionwise, to 150 ml. of chlorosul... The reactants are CC(=O)C (acetone), ( 15/1 ), C/C=C/1\C2=NC(=CS2)C(=O)NC(C3=NC(=CS3)C(=O)NC(C4=NC(=CS4)C5=C(C=CC(=N5)C6=NC(=CS6)C7=NC(=CS7)C(=O)N/C(=C/C)/C(=O)NCC(C)O)C8=NC(=CS8)C(=O)NC(C(=O)N1)C(C)O)C(C)O)C(C)(C)O (thiocillin I). Solvent: CO (methanol). Product: C/C=C/1\C2=NC(=CS2)C(=O)NC(C3=NC(=CS3)C(=O)NC(C4=NC(=CS4)C5=C(C=CC(=N5)C6=NC(=CS6)C7=NC(=CS7)C(=O)N/C(=C/C)/C(=O)NCC(C)O)C8=NC(=CS8)C(=O)NC(C(=O)N1)C(C)O)C(C)OC)C(C)(C)O (thiocillin II). RXN SMILES: [CH3:1]C(C)=O.[CH3:5]/[CH:6]=[C:7]1\[C:8]2[S:12][CH:11]=[C:10]([C:13]([NH:15][CH:16]([C:78]([OH:81])([CH3:80])[CH3:79])[C:17]3[S:21][CH:20]=[C:19]([C:22]([NH:24][CH:25]([CH:75]([OH:77])[CH3:76])[C:26]4[S:30][CH:29]=[C:28]([C:31]5[N:36]=[C:35]([C:37]6[S:41][CH:40]=[C:39]([C:42]7[S:46][CH:45]=[C:44]([C:47]([NH:49]/[C:50](/[C:53]([NH:55][CH2:56][CH:57]([OH:59])[CH3:58])=[O:54])=[CH:51]/[CH3:52])=[O:48])[N:43]=7)[N:38]=6)[CH:34]=[CH:33][C:32]=5[C:60]5[S:64][CH:63]=[C:62]([C:65]([NH:67][CH:68]([CH:72]([OH:74])[CH3:73])[C:69]([NH:71]\1)=[O:70])=[O:66])[N:61]=5)[N:27]=4)=[O:23])[N:18]=3)=[O:14])[N:9]=2>CO>[CH3:5]/[CH:6]=[C:7]1\[C:8]2[S:12][CH:11]=[C:10]([C:13]([NH:15][CH:16]([C:78]([OH:81])([CH3:80])[CH3:79])[C:17]3[S:21][CH:20]=[C:19]([C:22]([NH:24][CH:25]([CH:75]([O:77][CH3:1])[CH3:76])[C:26]4[S:30][CH:29]=[C:28]([C:31]5[N:36]=[C:35]([C:37]6[S:41][CH:40]=[C:39]([C:42]7[S:46][CH:45]=[C:44]([C:47]([NH:49]/[C:50](/[C:53]([NH:55][CH2:56][CH:57]([OH:59])[CH3:58])=[O:54])=[CH:51]/[CH3:52])=[O:48])[N:43]=7)[N:38]=6)[CH:34]=[CH:33][C:32]=5[C:60]5[S:64][CH:63]=[C:62]([C:65]([NH:67][CH:68]([CH:72]([OH:74])[CH3:73])[C:69]([NH:71]\1)=[O:70])=[O:66])[N:61]=5)[N:27]=4)=[O:23])[N:18]=3)=[O:14])[N:9]=2. Procedure details: Thus cultivated, 10 liters of the culture was controlled to have a pH of 7.0, to which was added 40 liters of acetone. The resulting extract was well stirred, and filtered, and acetone was removed from it under reduced pressure. 12 liters of ethyl acetate was added to it, and well stirred, and the ethyl acetate layer was concentrated under reduced pressure. Then, ethyl acetate was removed from it. The residue was subjected to column chromatography with Sephadex LH-20 (by Amersham Pharmacia Biote... The reactants are CNC, CN(C)C=O, CC1(C)CC(SCc2c(C(F)(F)F)nn(-c3ccccc3)c2F)=NO1, O. The product is CN(C)c1c(CSC2=NOC(C)(C)C2)c(C(F)(F)F)nn1-c1ccccc1. Reaction SMILES: [CH3:1][NH:2][CH3:3].[CH3:30][N:31]([CH3:32])[CH:33]=[O:34].[CH3:4][C:5]1([CH3:28])[CH2:6][C:7]([S:10][CH2:11][c:12]2[c:13]([C:24]([F:25])([F:26])[F:27])[n:14][n:15](-[c:18]3[cH:19][cH:20][cH:21][cH:22][cH:23]3)[c:16]2[F:17])=[N:8][O:9]1.[OH2:29]>>[CH3:1][N:2]([CH3:3])[c:16]1[c:12]([CH2:11][S:10][C:7]2=[N:8][O:9][C:5]([CH3:4])([CH3:28])[CH2:6]2)[c:13]([C:24]([F:25])([F:26])[F:27])[n:14][n:15]1-[c:18]1[cH:19][cH:20][cH:21][cH:22][cH:23]1. RXN SMILES: [CH3:18][O:19][CH2:20][CH2:21][Cl:22].[CH3:1][O:2][c:3]1[c:4]([CH:5]=[C:6]2[C:7](=[O:11])[NH:8][CH2:9][CH2:10]2)[cH:12][cH:13][cH:14][cH:15]1.[CH3:24][N:25]([CH3:26])[CH:27]=[O:28].[H-:16].[Na+:17].[OH2:23]>>[CH3:1][O:2][c:3]1[c:4]([CH:5]=[C:6]2[C:7](=[O:11])[N:8]([CH2:21][CH2:20][O:19][CH3:18])[CH2:9][CH2:10]2)[cH:12][cH:13][cH:14][cH:15]1. Product: COCCN1CCC(=Cc2ccccc2OC)C1=O. The reactants are COCCCl, COc1ccccc1C=C1CCNC1=O, CN(C)C=O, [H-], [Na+], O. Starting materials: C(C)OC(=O)C1=NC(=CC(=C1)C)C=C(C)C (4-methyl-6-(2-methyl-propenyl)-pyridine-2-carboxylic acid ethyl ester). Reagents/catalysts: [Pd] (Pd/C). Solvent: C1CCOC1 (THF), C(C)O (ethanol). Conditions: temperature 50 celsius, time 15 hour. Yields the product C(C)OC(=O)C1=NC(=CC(=C1)C)CC(C)C (6-isobutyl-4-methyl-pyridine-2-carboxylic acid ethyl ester). Isolated yield 98.3%. As a reaction SMILES: [CH2:1]([O:3][C:4]([C:6]1[CH:11]=[C:10]([CH3:12])[CH:9]=[C:8]([CH:13]=[C:14]([CH3:16])[CH3:15])[N:7]=1)=[O:5])[CH3:2]>C1COCC1.C(O)C.[Pd]>[CH2:1]([O:3][C:4]([C:6]1[CH:11]=[C:10]([CH3:12])[CH:9]=[C:8]([CH2:13][CH:14]([CH3:15])[CH3:16])[N:7]=1)=[O:5])[CH3:2]. Procedure details: To a solution of 4-methyl-6-(2-methyl-propenyl)-pyridine-2-carboxylic acid ethyl ester (175 mg, 0.80 mmol) in THF (5 mL) and ethanol (5 mL), Pd/C (50 mg, 10% Pd) is added. The mixture is stirred at 50° C. for 15 h under 1 bar of H2. The catalyst is filtered off over celite and the solvent of the filtrate is evaporated to give 6-isobutyl-4-methyl-pyridine-2-carboxylic acid ethyl ester (174 mg) as a colourless oil; LC-MS: tR=0.84 min, [M+1]+=222.48. Reactants: CCO, [Cl-], OB(O)c1ccc(Cl)cc1, ClCCl, [Li+], Nc1nc(Cl)ccc1[N+](=O)[O-], [Na+], [Na+], O=C([O-])[O-], O, O, Cc1ccccc1, c1ccc(P(c2ccccc2)(c2ccccc2)[Pd](P(c2ccccc2)(c2ccccc2)c2ccccc2)(P(c2ccccc2)(c2ccccc2)c2ccccc2)P(c2ccccc2)(c2ccccc2)c2ccccc2)cc1. The product is Nc1nc(-c2ccc(Cl)cc2)ccc1[N+](=O)[O-]. RXN SMILES: [CH2:119]([OH:120])[CH3:121].[Cl-:29].[Cl:12][c:13]1[cH:14][cH:15][c:16]([B:19]([OH:20])[OH:21])[cH:17][cH:18]1.[Cl:30][CH2:31][Cl:32].[Li+:28].[NH2:1][c:2]1[n:3][c:4]([Cl:11])[cH:5][cH:6][c:7]1[N+:8](=[O:9])[O-:10].[Na+:22].[Na+:23].[O-:24][C:25](=[O:26])[O-:27].[OH2:111].[OH2:33].[c:112]1([CH3:113])[cH:114][cH:115][cH:116][cH:117][cH:118]1.[cH:34]1[cH:35][cH:36][c:37]([P:38]([Pd:39]([P:40]([c:41]2[cH:42][cH:43][cH:44][cH:45][cH:46]2)([c:47]2[cH:48][cH:49][cH:50][cH:51][cH:52]2)[c:53]2[cH:54][cH:55][cH:56][cH:57][cH:58]2)([P:59]([c:60]2[cH:61][cH:62][cH:63][cH:64][cH:65]2)([c:66]2[cH:67][cH:68][cH:69][cH:70][cH:71]2)[c:72]2[cH:73][cH:74][cH:75][cH:76][cH:77]2)[P:78]([c:79]2[cH:80][cH:81][cH:82][cH:83][cH:84]2)([c:85]2[cH:86][cH:87][cH:88][cH:89][cH:90]2)[c:91]2[cH:92][cH:93][cH:94][cH:95][cH:96]2)([c:97]2[cH:98][cH:99][cH:100][cH:101][cH:102]2)[c:103]2[cH:104][cH:105][cH:106][cH:107][cH:108]2)[cH:109][cH:110]1>>[NH2:1][c:2]1[n:3][c:4](-[c:16]2[cH:15][cH:14][c:13]([Cl:12])[cH:18][cH:17]2)[cH:5][cH:6][c:7]1[N+:8](=[O:9])[O-:10].